Dataset: the Open Reaction Database (ORD), a public repository of structured organic reaction records. Task: describe an organic reaction: reactants, conditions, products, and yield Reactants: C(CC)OCCOC1=CC=C(C=C1)C=1C=CC2=C(C=C(CCN2)C(=O)OC)C1 (methyl 7-[4-(2-propoxyethoxy)phenyl]-2,3-dihydro-1H-1-benzazepine-4-carboxylate), C1(CC1)C=O (cyclopropanecarboaldehyde), C(O)([O-])=O.[Na+] (sodium hydrogen carbonate), C(C)(=O)O[BH-](OC(C)=O)OC(C)=O.[Na+] (sodium triacetoxyborohydride). Run in ClCCCl (1,2-dichloroethane), O (water). Run at time 4 hour. The product is C1(CC1)CN1CCC(=CC2=C1C=CC(=C2)C2=CC=C(C=C2)OCCOCCC)C(=O)OC (methyl 1-cyclopropylmethyl-7-[4-(2-propoxyethoxy)phenyl]-2,3-dihydro-1H-1-benzazepine-4-carboxylate). Isolated yield 99.3%. Reaction SMILES: [CH2:1]([O:4][CH2:5][CH2:6][O:7][C:8]1[CH:13]=[CH:12][C:11]([C:14]2[CH:15]=[CH:16][C:17]3[NH:23][CH2:22][CH2:21][C:20]([C:24]([O:26][CH3:27])=[O:25])=[CH:19][C:18]=3[CH:28]=2)=[CH:10][CH:9]=1)[CH2:2][CH3:3].[CH:29]1([CH:32]=O)[CH2:31][CH2:30]1.C(O[BH-](OC(=O)C)OC(=O)C)(=O)C.[Na+].C(=O)([O-])O.[Na+]>ClCCCl.O>[CH:29]1([CH2:32][N:23]2[C:17]3[CH:16]=[CH:15][C:14]([C:11]4[CH:12]=[CH:13][C:8]([O:7][CH2:6][CH2:5][O:4][CH2:1][CH2:2][CH3:3])=[CH:9][CH:10]=4)=[CH:28][C:18]=3[CH:19]=[C:20]([C:24]([O:26][CH3:27])=[O:25])[CH2:21][CH2:22]2)[CH2:31][CH2:30]1 |f:2.3,4.5|. Procedure details: In 1,2-dichloroethane (5 ml) were dissolved methyl 7-[4-(2-propoxyethoxy)phenyl]-2,3-dihydro-1H-1-benzazepine-4-carboxylate (0.3 g) and cyclopropanecarboaldehyde (0.22 g). To the solution was added sodium triacetoxyborohydride (0.33 g), and the mixture was stirred under nitrogen atmosphere at room temperature for 4 hours, poured into water, neutralized with sodium hydrogen carbonate solution and extracted with ethyl acetate. The organic layer was washed with water and saturated brine and dried w... Reactants: C[Al](C)C, Cc1ccccc1, CO, NCC1CC1, COC(=O)c1ccc(-c2cnc3nnc(C4(c5ccc6ncccc6c5)CC4)n3n2)cc1. Yields the product O=C(NCC1CC1)c1ccc(-c2cnc3nnc(C4(c5ccc6ncccc6c5)CC4)n3n2)cc1. As a reaction SMILES: [CH3:33][Al:34]([CH3:35])[CH3:36].[CH3:42][c:43]1[cH:44][cH:45][cH:46][cH:47][cH:48]1.[CH3:49][OH:50].[CH:37]1([CH2:40][NH2:41])[CH2:38][CH2:39]1.[n:1]1[cH:2][cH:3][cH:4][c:5]2[cH:6][c:7]([C:11]3([c:14]4[n:15][n:16][c:17]5[n:18]4[n:19][c:20](-[c:23]4[cH:24][cH:25][c:26]([C:27]([O:29][CH3:28])=[O:30])[cH:31][cH:32]4)[cH:21][n:22]5)[CH2:12][CH2:13]3)[cH:8][cH:9][c:10]12>>[n:1]1[cH:2][cH:3][cH:4][c:5]2[cH:6][c:7]([C:11]3([c:14]4[n:15][n:16][c:17]5[n:18]4[n:19][c:20](-[c:23]4[cH:24][cH:25][c:26]([C:27](=[O:29])[NH:41][CH2:40][CH:37]6[CH2:38][CH2:39]6)[cH:31][cH:32]4)[cH:21][n:22]5)[CH2:12][CH2:13]3)[cH:8][cH:9][c:10]12.